This data is from the Open Reaction Database (ORD), a public repository of structured organic reaction records. The task is: describe an organic reaction: reactants, conditions, products, and yield The reactants are FC([C@@](CC(=O)O)(O)C1=CN=C(S1)SC1=CC=C2C(=CC(OC2=C1)=O)C1=CC=C(C=C1)F)(F)F ((3R)-4,4,4-trifluoro-3-(2-{[4-(4-fluorophenyl)-2-oxo-2H-chromen-7-yl]thio}-1,3-thiazol-5-yl)-3-hydroxybutanoic acid), [N+](=[N-])=C (diazomethane). The solvent is C1CCOC1 (THF). Yields the product FC([C@@](CC(=O)OC)(O)C1=CN=C(S1)SC1=CC=C2C(=CC(OC2=C1)=O)C1=CC=C(C=C1)F)(F)F (Methyl(3R)-4,4,4-trifluoro-3-(2-{[4-(4-fluorophenyl)-2-oxo-2H-chromen-7-yl]thio}-1,3-thiazol-5-yl)-3-hydroxybutanoate). Reaction SMILES: [F:1][C:2]([F:34])([F:33])[C@:3]([C:9]1[S:13][C:12]([S:14][C:15]2[CH:24]=[C:23]3[C:18]([C:19]([C:26]4[CH:31]=[CH:30][C:29]([F:32])=[CH:28][CH:27]=4)=[CH:20][C:21](=[O:25])[O:22]3)=[CH:17][CH:16]=2)=[N:11][CH:10]=1)([OH:8])[CH2:4][C:5]([OH:7])=[O:6].[N+](=[CH2:37])=[N-]>C1COCC1>[F:34][C:2]([F:1])([F:33])[C@:3]([C:9]1[S:13][C:12]([S:14][C:15]2[CH:24]=[C:23]3[C:18]([C:19]([C:26]4[CH:27]=[CH:28][C:29]([F:32])=[CH:30][CH:31]=4)=[CH:20][C:21](=[O:25])[O:22]3)=[CH:17][CH:16]=2)=[N:11][CH:10]=1)([OH:8])[CH2:4][C:5]([O:7][CH3:37])=[O:6]. Procedure: To a solution of (3R)-4,4,4-trifluoro-3-(2-{[4-(4-fluorophenyl)-2-oxo-2H-chromen-7-yl]thio}-1,3-thiazol-5-yl)-3-hydroxybutanoic acid (see example 12, step 4b) (0.140 g, 0.27 mmol) in THF was added an ethereal solution of diazomethane until the evolution of gas was finished. The solvent was removed to yield 0.120 g of the crude title compound. 1H NMR (400 MHz, acetone-d6): δ 7.96 (s, 1H), 7.77 (m, 2H), 7.58 (m, 2H), 7.48 (d, 1H), 7.39 (t, 2H), 6.53, (s, 1H), 6.42 (s, 1H), 3.63 (s, 3H), 3.40 (d, 1... The reactants are C1CCOC1, CCOC(=O)CCCCc1cccc(OC)c1, [Na+], [OH-], O. The product is COc1cccc(CCCCC(=O)O)c1. RXN SMILES: [CH2:20]1[O:21][CH2:22][CH2:23][CH2:24]1.[CH3:1][O:2][c:3]1[cH:4][c:5]([CH2:9][CH2:10][CH2:11][CH2:12][C:13](=[O:14])[O:15][CH2:16][CH3:17])[cH:6][cH:7][cH:8]1.[Na+:19].[OH-:18].[OH2:25]>>[CH3:1][O:2][c:3]1[cH:4][c:5]([CH2:9][CH2:10][CH2:11][CH2:12][C:13](=[O:14])[OH:15])[cH:6][cH:7][cH:8]1. Yields the product COC(=O)c1ccc(C#CCCO)cc1. Starting materials: COC(=O)c1ccc(Br)cc1, C#CCCO, CCNCC, [Cu]I, Cl[Pd]Cl, c1ccc(P(c2ccccc2)c2ccccc2)cc1. As a reaction SMILES: [Br:20][c:21]1[cH:22][cH:23][c:24]([C:25](=[O:26])[O:27][CH3:28])[cH:29][cH:30]1.[CH2:31]([CH2:32][C:33]#[CH:34])[OH:35].[CH2:36]([NH:37][CH2:38][CH3:39])[CH3:40].[Cu:44][I:45].[Pd:41]([Cl:42])[Cl:43].[c:1]1([P:2]([c:3]2[cH:4][cH:5][cH:6][cH:7][cH:8]2)[c:9]2[cH:10][cH:11][cH:12][cH:13][cH:14]2)[cH:15][cH:16][cH:17][cH:18][cH:19]1>>[c:21]1([C:34]#[C:33][CH2:32][CH2:31][OH:35])[cH:22][cH:23][c:24]([C:25](=[O:26])[O:27][CH3:28])[cH:29][cH:30]1. The reactants are ClC1=C2C=CC(=NC2=NC=C1)CCC (5-Chloro-2-propyl-[1,8]naphthyridine), NC1=C(C=CC(=C1)OCC1=C(C=CC=C1)Br)SC1=CC=C(C=C1)NC(C)=O (N-{4-[2-Amino-4-(2-bromo-benzyloxy)-phenylsulfanyl]-phenyl}-acetamide). Solvent: C(C)O (ethanol). The product is BrC1=C(COC2=CC(=C(C=C2)SC2=CC=C(C=C2)NC(C)=O)NC2=CC=NC3=NC(=CC=C23)CCC)C=CC=C1 (N-{4-[4-(2-Bromo-benzyloxy)-2-(7-propyl-[1,8]naphthyridin-4-ylamino)-phenylsulfanyl]-phenyl}-acetamide). As a reaction SMILES: Cl[C:2]1[CH:11]=[CH:10][N:9]=[C:8]2[C:3]=1[CH:4]=[CH:5][C:6]([CH2:12][CH2:13][CH3:14])=[N:7]2.[NH2:15][C:16]1[CH:21]=[C:20]([O:22][CH2:23][C:24]2[CH:29]=[CH:28][CH:27]=[CH:26][C:25]=2[Br:30])[CH:19]=[CH:18][C:17]=1[S:31][C:32]1[CH:37]=[CH:36][C:35]([NH:38][C:39](=[O:41])[CH3:40])=[CH:34][CH:33]=1>C(O)C>[Br:30][C:25]1[CH:26]=[CH:27][CH:28]=[CH:29][C:24]=1[CH2:23][O:22][C:20]1[CH:19]=[CH:18][C:17]([S:31][C:32]2[CH:33]=[CH:34][C:35]([NH:38][C:39](=[O:41])[CH3:40])=[CH:36][CH:37]=2)=[C:16]([NH:15][C:2]2[C:3]3[C:8](=[N:7][C:6]([CH2:12][CH2:13][CH3:14])=[CH:5][CH:4]=3)[N:9]=[CH:10][CH:11]=2)[CH:21]=1. Reported procedure: The product from Example 2g (35 mg, 0.17 mmol) was reacted in ethanol (1 mL) with the product from Example 157a (75 mg, 0.17 mmol) for 18 h following the procedure from Example 1g giving the crude title compound which was purified by HPLC with TFA providing the product as a trifluoroacetic acid salt (18 mg, 29%). 1H NMR (300 MHz, DMSO-d6), ppm: 0.97 (t, J=7.35 Hz, 3H), 1.72-1.92 (m, 2H) 2.02 (s, 3H), 2.99 (t, J=7.35 Hz, 2H), 5.17 (s, 2H), 6.33 (d, J=6.99 Hz, 1H), 7.16 (d, J=8.46 Hz, 2H), 7.18-7.... Starting materials: CCn1c(-c2nonc2N)nc2cnc(Br)cc21, O=C([O-])[O-], Cc1ccccc1, COCCOC, CS(C)=O, [Cs+], [Cs+], [Cu]I, Nc1ccccc1, O=C(CCCN1CCOCC1)c1cccc(O)c1, c1cnc2c(c1)ccc1cccnc12. Yields the product CCn1c(-c2nonc2N)nc2cnc(Oc3cccc(C(=O)CCCN4CCOCC4)c3)cc21. Reaction SMILES: [Br:1][c:2]1[cH:3][c:4]2[c:5]([cH:6][n:7]1)[n:8][c:9](-[c:13]1[c:14]([NH2:18])[n:15][o:16][n:17]1)[n:10]2[CH2:11][CH3:12].[C:58](=[O:59])([O-:60])[O-:61].[CH3:64][c:65]1[cH:66][cH:67][cH:68][cH:69][cH:70]1.[CH3:71][O:72][CH2:73][CH2:74][O:75][CH3:76].[CH3:79][S:80]([CH3:81])=[O:82].[Cs+:62].[Cs+:63].[Cu:77][I:78].[NH2:19][c:20]1[cH:21][cH:22][cH:23][cH:24][cH:25]1.[OH:26][c:27]1[cH:28][c:29]([C:33]([CH2:34][CH2:35][CH2:36][N:37]2[CH2:38][CH2:39][O:40][CH2:41][CH2:42]2)=[O:43])[cH:30][cH:31][cH:32]1.[cH:44]1[cH:45][c:46]2[cH:47][cH:48][c:49]3[c:50]([c:51]2[n:52][cH:53]1)[n:54][cH:55][cH:56][cH:57]3>>[c:2]1([O:26][c:27]2[cH:28][c:29]([C:33]([CH2:34][CH2:35][CH2:36][N:37]3[CH2:38][CH2:39][O:40][CH2:41][CH2:42]3)=[O:43])[cH:30][cH:31][cH:32]2)[cH:3][c:4]2[c:5]([cH:6][n:7]1)[n:8][c:9](-[c:13]1[c:14]([NH2:18])[n:15][o:16][n:17]1)[n:10]2[CH2:11][CH3:12]. Starting materials: FC(C=1C=C(C=C(C1)C(F)(F)F)[C@@H]1[C@@H](N(C(O1)=O)CC1=C(C=CC(=C1)C(F)(F)F)C1=C(C=C(C(=C1)C(=C)C)F)OC)C)(F)F ((4S,5R)-5-[3,5-bis(trifluoromethyl)phenyl]-3-{[4′-fluoro-5′-isopropenyl-2′-methoxy-4-(trifluoromethyl)biphenyl-2-yl]methyl}-4-methyl-1,3-oxazolidin-2-one), [Cl-].[Li+] (lithium chloride), [OH-].[Na+] (NaOH). The solvent is CN(C)C=O (DMF). Run at temperature 160 celsius. Product: FC(C=1C=C(C=C(C1)C(F)(F)F)[C@@H]1[C@@H](N(C(O1)=O)CC1=C(C=CC(=C1)C(F)(F)F)C1=C(C=C(C(=C1)C(=C)C)F)O)C)(F)F ((4S,5R)-5-[3,5-bis(trifluoromethyl)phenyl]-3-{[4′-fluoro-2′-hydroxy-5′-isopropenyl-4-(trifluoromethyl)biphenyl-2-yl]methyl}-4-methyl-1,3-oxazolidin-2-one). As a reaction SMILES: [F:1][C:2]([F:44])([F:43])[C:3]1[CH:4]=[C:5]([C@H:13]2[O:17][C:16](=[O:18])[N:15]([CH2:19][C:20]3[CH:25]=[C:24]([C:26]([F:29])([F:28])[F:27])[CH:23]=[CH:22][C:21]=3[C:30]3[CH:35]=[C:34]([C:36]([CH3:38])=[CH2:37])[C:33]([F:39])=[CH:32][C:31]=3[O:40]C)[C@H:14]2[CH3:42])[CH:6]=[C:7]([C:9]([F:12])([F:11])[F:10])[CH:8]=1.[Cl-].[Li+].[OH-].[Na+]>CN(C=O)C>[F:44][C:2]([F:1])([F:43])[C:3]1[CH:4]=[C:5]([C@H:13]2[O:17][C:16](=[O:18])[N:15]([CH2:19][C:20]3[CH:25]=[C:24]([C:26]([F:28])([F:29])[F:27])[CH:23]=[CH:22][C:21]=3[C:30]3[CH:35]=[C:34]([C:36]([CH3:38])=[CH2:37])[C:33]([F:39])=[CH:32][C:31]=3[OH:40])[C@H:14]2[CH3:42])[CH:6]=[C:7]([C:9]([F:12])([F:11])[F:10])[CH:8]=1 |f:1.2,3.4|. Procedure: To a stirred solution of (4S,5R)-5-[3,5-bis(trifluoromethyl)phenyl]-3-{[4′-fluoro-5′-isopropenyl-2′-methoxy-4-(trifluoromethyl)biphenyl-2-yl]methyl}-4-methyl-1,3-oxazolidin-2-one (Example 300, 50 mg, 0.078 mmol) in DMF (450 μL) was added lithium chloride (13.4 mg, 0.315 mmol). The vial was sealed and the reaction was heated at 160° C. for 14 h. 10% NaOH (10 mL) was added and the resultant solution was extracted with ether (3×10 mL). The aqueous layer was acidified to pH˜3 with 3N HCl and was re-... Reactants: methyl, C(C1=CC=CC=C1)OC1=C(C=2CCC(CC2C=C1)N=[N+]=[N-])C(=O)[O-] (2-benzyloxy-6-azido-5,6,7,8-tetrahydro-1-naphthoate), N (ammonia). Run in CO (methanol). Yields the product C(C1=CC=CC=C1)OC1=C(C=2CCC(CC2C=C1)N=[N+]=[N-])C(=O)N (2-benzyloxy-6-azido-5,6,7,8-tetrahydronaphthalene-1-carboxamide). RXN SMILES: [CH2:1]([O:8][C:9]1[CH:18]=[CH:17][C:16]2[CH2:15][CH:14]([N:19]=[N+:20]=[N-:21])[CH2:13][CH2:12][C:11]=2[C:10]=1[C:22]([O-:24])=O)[C:2]1[CH:7]=[CH:6][CH:5]=[CH:4][CH:3]=1.[NH3:25]>CO>[CH2:1]([O:8][C:9]1[CH:18]=[CH:17][C:16]2[CH2:15][CH:14]([N:19]=[N+:20]=[N-:21])[CH2:13][CH2:12][C:11]=2[C:10]=1[C:22]([NH2:25])=[O:24])[C:2]1[CH:7]=[CH:6][CH:5]=[CH:4][CH:3]=1. Procedure: In a still different procedure (Reaction Scheme E below), in which the order of steps is somewhat changed, the methyl dl-2-benzyloxy-6-azido-5,6,7,8-tetrahydro-1-naphthoate (XXV) can be treated with ammonia in methanol under pressure to yield the corresponding dl-2-benzyloxy-6-azido-5,6,7,8-tetrahydronaphthalene-1-carboxamide (XXXIX). Conversion of the azide group to an amino group with hydrazine and Raney nickel yields a dl-2-benzyloxy-6-amino-5,6,7,8-tetrahydronaphthalene-1-carboxamide (XXXXI)... The reactants are [OH-].[K+] (potassium hydroxide), BrC1=C(O[C@H](C(=O)OC)CC2=CC=CC=C2)C(=CC(=C1)C1=C2C=CC=CC2=C(C2=C1C1=C(S2)C=CC=C1)Br)Br ((S)-2-[2,6-dibromo-4-(6-bromo-benzo[b]naphtho[2,3-d]thiophen-11 -yl)-phenoxy]-3-phenyl-propionic acid, methyl ester), CO (methanol). Solvent: C1CCOC1 (THF). Yields the product BrC1=C(O[C@H](C(=O)O)CC2=CC=CC=C2)C(=CC(=C1)C1=C2C=CC=CC2=C(C2=C1C1=C(S2)C=CC=C1)Br)Br ((S)-2-[2,6-Dibromo-4-(6-bromo-benzo[b]naphtho[2,3-d]thiophen-11-yl)-phenoxy]-3-phenyl-propionic acid). Yield: 62.7%. RXN SMILES: [OH-].[K+].[Br:3][C:4]1[CH:22]=[C:21]([C:23]2[C:32]3[C:33]4[CH:39]=[CH:38][CH:37]=[CH:36][C:34]=4[S:35][C:31]=3[C:30]([Br:40])=[C:29]3[C:24]=2[CH:25]=[CH:26][CH:27]=[CH:28]3)[CH:20]=[C:19]([Br:41])[C:5]=1[O:6][C@@H:7]([CH2:12][C:13]1[CH:18]=[CH:17][CH:16]=[CH:15][CH:14]=1)[C:8]([O:10]C)=[O:9].CO>C1COCC1>[Br:3][C:4]1[CH:22]=[C:21]([C:23]2[C:32]3[C:33]4[CH:39]=[CH:38][CH:37]=[CH:36][C:34]=4[S:35][C:31]=3[C:30]([Br:40])=[C:29]3[C:24]=2[CH:25]=[CH:26][CH:27]=[CH:28]3)[CH:20]=[C:19]([Br:41])[C:5]=1[O:6][C@@H:7]([CH2:12][C:13]1[CH:14]=[CH:15][CH:16]=[CH:17][CH:18]=1)[C:8]([OH:10])=[O:9] |f:0.1|. Procedure: Aqueous potassium hydroxide (1 N, 2.40 mL, 2.40 mmol) was added to a stirred solution of (S)-2-[2,6-dibromo-4-(6-bromo-benzo[b]naphtho[2,3-d]thiophen-11 -yl)-phenoxy]-3-phenyl-propionic acid, methyl ester (0.88 g, 1.21 mmol) in THF (12 mL)/methanol (8 mL). After 2 h the solution was concentrated, diluted with water (50 mL) and acidified with 10% aqueous HCl. The reaction mixture was then partitioned between water and ether. The ether phase was concentrated and triturated with ether and pet. ethe... The reactants are B, C1CCOC1, C1CCOC1, Cc1c(C(=O)O)oc2ccccc12, O. Product: Cc1c(CO)oc2ccccc12. RXN SMILES: [BH3:14].[CH2:15]1[O:16][CH2:17][CH2:18][CH2:19]1.[CH2:20]1[O:21][CH2:22][CH2:23][CH2:24]1.[CH3:1][c:2]1[c:3]([C:11](=[O:12])[OH:13])[o:4][c:5]2[c:6]1[cH:7][cH:8][cH:9][cH:10]2.[OH2:25]>>[CH3:1][c:2]1[c:3]([CH2:11][OH:12])[o:4][c:5]2[c:6]1[cH:7][cH:8][cH:9][cH:10]2. Starting materials: O1CCCC1 (tetrahydrofuran), CN=C=S (methyl isothiocyanate), CC(C)([O-])C.[K+] (potassium tert-butoxide), O1CCCC1 (tetrahydrofuran), N1(C=NC=C1)C1=CC=C(C=C1)C(C#N)C (2-[4-(1-imidazolyl)-phenyl]propionitrile), O1CCCC1 (tetrahydrofuran). Run in O (Water). Conditions: time 0.5 hour. Product: CNC(C(C)(C#N)C1=CC=C(C=C1)N1C=NC=C1)=S (N-methyl-2-[4-(1-imidazolyl)-phenyl]-2cyanothiopropionamide). Isolated yield 54.4%. Reaction SMILES: O1CCCC1.[N:6]1([C:11]2[CH:16]=[CH:15][C:14]([CH:17]([CH3:20])[C:18]#[N:19])=[CH:13][CH:12]=2)[CH:10]=[CH:9][N:8]=[CH:7]1.CC(C)([O-])C.[K+].[CH3:27][N:28]=[C:29]=[S:30]>O>[CH3:27][NH:28][C:29](=[S:30])[C:17]([C:14]1[CH:13]=[CH:12][C:11]([N:6]2[CH:10]=[CH:9][N:8]=[CH:7]2)=[CH:16][CH:15]=1)([C:18]#[N:19])[CH3:20] |f:2.3|. Procedure: To a 10 ml tetrahydrofuran solution containing 1.00 g (5.1 mmole) of 2-[4-(1-imidazolyl)-phenyl]propionitrile was added a 10 ml tetrahydrofuran solution containing 0.69 g (6.2 mmole) of potassium tert-butoxide at 0 C. After stirring for 0.5 hour, a 5 ml tetrahydrofuran solution containing 0.45 g (6.2 mmole) of methyl isothiocyanate was added to the mixture and the mixture was stirred at room temperature for 2 hours. Water was added to the mixture and the mixture was extracted with 20 ml of ethyl...